Task: describe an organic reaction: reactants, conditions, products, and yield. Dataset: the Open Reaction Database (ORD), a public repository of structured organic reaction records Procedure: m-Nitrobenzaldehyde (1.8 g) was added to a suspension of α-(aminomethyl)-3,4-dimethoxybenzyl alcohol hydrochloride in 25 ml methanol, triethylamine (2.8 ml) was further added dropwise at room temperature with stirring, and the resulting solution was heated under reflux for 30 minutes. After cooling, sodium borohydride (1.45 g) was added in small portions with stirring under ice cooling, and the mixture was stirred at room temperature for one hour and concentrate. The residue was treated with chl... RXN SMILES: [N+:1]([C:4]1[CH:5]=[C:6]([CH:9]=[CH:10][CH:11]=1)[CH:7]=O)([O-:3])=[O:2].Cl.[NH2:13][CH2:14][CH:15]([OH:26])[C:16]1[CH:21]=[CH:20][C:19]([O:22][CH3:23])=[C:18]([O:24][CH3:25])[CH:17]=1.[BH4-].[Na+]>CO.C(N(CC)CC)C>[N+:1]([C:4]1[CH:5]=[C:6]([CH:9]=[CH:10][CH:11]=1)[CH2:7][NH:13][CH2:14][CH:15]([OH:26])[C:16]1[CH:21]=[CH:20][C:19]([O:22][CH3:23])=[C:18]([O:24][CH3:25])[CH:17]=1)([O-:3])=[O:2] |f:1.2,3.4|. The solvent is CO (methanol), C(C)N(CC)CC (triethylamine). Yields the product [N+](=O)([O-])C=1C=C(CNCC(C2=CC(=C(C=C2)OC)OC)O)C=CC1 (α-[(3-nitrobenzylamino)methyl]-3,4-dimethoxybenzyl alcohol). Reactants: [N+](=O)([O-])C=1C=C(C=O)C=CC1 (m-Nitrobenzaldehyde), Cl.NCC(C1=CC(=C(C=C1)OC)OC)O (α-(aminomethyl)-3,4-dimethoxybenzyl alcohol hydrochloride), [BH4-].[Na+] (sodium borohydride). Starting materials: CC=1C=C2CCNC(C2=CC1C)=O (6,7-dimethyl-1-oxo-1,2,3,4-tetrahydro-isoquinoline), CC(C)([O-])C.[K+] (potassium tert.butoxide), ClCC1CN(CCC1)CCCC=1C=NC=CC1 (3-chloromethyl-N-[3-(pyrid-3-yl)-propyl]-piperidine). Run in CS(=O)C (dimethylsulphoxide). Yields the product O.O.Cl.Cl.N1=CC(=CC=C1)CCCN1CC(CCC1)CN1C(C2=CC(=C(C=C2CC1)C)C)=O (2-[(N-(3-(Pyrid-3-yl)-propyl)-piperidin-3-yl)-methyl]-6,7-dimethyl-1-oxo-1,2,3,4-tetrahydro-isoquinoline-dihydrochloride-dihydrate). RXN SMILES: [CH3:1][C:2]1[CH:3]=[C:4]2[C:9](=[CH:10][C:11]=1[CH3:12])[C:8](=[O:13])[NH:7][CH2:6][CH2:5]2.CC(C)([O-:17])C.[K+].[Cl:20][CH2:21][CH:22]1[CH2:27][CH2:26][CH2:25][N:24]([CH2:28][CH2:29][CH2:30][C:31]2[CH:32]=[N:33][CH:34]=[CH:35][CH:36]=2)[CH2:23]1>CS(C)=O>[OH2:13].[OH2:17].[ClH:20].[ClH:20].[N:33]1[CH:34]=[CH:35][CH:36]=[C:31]([CH2:30][CH2:29][CH2:28][N:24]2[CH2:25][CH2:26][CH2:27][CH:22]([CH2:21][N:7]3[CH2:6][CH2:5][C:4]4[C:9](=[CH:10][C:11]([CH3:12])=[C:2]([CH3:1])[CH:3]=4)[C:8]3=[O:13])[CH2:23]2)[CH:32]=1 |f:1.2,5.6.7.8.9|. Reported procedure: Prepared from 6,7-dimethyl-1-oxo-1,2,3,4-tetrahydro-isoquinoline in dimethylsulphoxide with potassium tert.butoxide and 3-chloromethyl-N-[3-(pyrid-3-yl)-propyl]-piperidine analogously to Example 2. Reactants: OC1=C(C=C(C(=O)O)C=C1)OC (4-hydroxy-3-methoxybenzoic acid), NC1=C(C=CC=C1)O (2-amino phenol). The solvent is C[Si](C)(C)OP(=O)=O (Trimethylsilyl polyphosphate). Run at temperature 180 celsius, time 8 hour. The product is O1C(=NC2=C1C=CC=C2)C2=CC(=C(C=C2)O)OC (4-(1,3-benzoxazol-2-yl)-2-methoxyphenol). RXN SMILES: [OH:1][C:2]1[CH:10]=[CH:9][C:5]([C:6]([OH:8])=O)=[CH:4][C:3]=1[O:11][CH3:12].[NH2:13][C:14]1[CH:19]=[CH:18][CH:17]=[CH:16][C:15]=1O>C[Si](OP(=O)=O)(C)C>[O:8]1[C:15]2[CH:16]=[CH:17][CH:18]=[CH:19][C:14]=2[N:13]=[C:6]1[C:5]1[CH:9]=[CH:10][C:2]([OH:1])=[C:3]([O:11][CH3:12])[CH:4]=1. Procedure: 4-hydroxy-3-methoxybenzoic acid (25 g, 149 mmol) and 2-amino phenol (16.2 g, 149 mmol) were combined in a round bottom flask. Trimethylsilyl polyphosphate (80 mL) was added neat. The mixture was heated at 180° C. for 30 min. The mixture is poured over ice and allowed to stir overnight. The suspension was filtered to afford 4-(1,3-benzoxazol-2-yl)-2-methoxyphenol as a pale green solid. MS (ESI) 242 (M+H)+. The reactants are N1N=NN=C1 (tetrazole), C(=O)([O-])[O-].[K+].[K+] (K2CO3), ClCOCC1=CC=CC=C1 (benzyl chloromethyl ether). Run in O (water), CCOCC (ether), CN(C)C=O (DMF). Reaction conditions: temperature 0 celsius, time 30 minute. The product is C(C1=CC=CC=C1)OCN1N=CN=N1 (2-benzyloxymethyltetrazole). Reaction SMILES: [NH:1]1[CH:5]=[N:4][N:3]=[N:2]1.C([O-])([O-])=O.[K+].[K+].Cl[CH2:13][O:14][CH2:15][C:16]1[CH:21]=[CH:20][CH:19]=[CH:18][CH:17]=1>CN(C=O)C.O.CCOCC>[CH2:15]([O:14][CH2:13][N:2]1[N:3]=[N:4][CH:5]=[N:1]1)[C:16]1[CH:21]=[CH:20][CH:19]=[CH:18][CH:17]=1 |f:1.2.3|. Reported procedure: To a mixture of tetrazole (1 mmole) and powdered K2CO3 (1.5 mmole) in 1 mL DMF cooled to 0° C. was added benzyl chloromethyl ether (1.2 mmole) and the resulting mixture stirred for 30 min at 0° C. and then for 16 h at rt. The mixture was diluted with water and ether. Extraction and chromatography provided 2-benzyloxymethyltetrazole as a colorless oil. Reactants: O1C2COCCC21 ((±)3,4-epoxytetrahydropyran), CS(=O)(=O)C1=CC=C(C=C1)SC (1-Methanesulfonyl-4-methylsulfanyl-benzene), [Li]CCCC (nBuLi), B(F)(F)F (BF3), [NH4+].[Cl-] (NH4Cl). The solvent is CCOC(=O)C (EtOAc), CCOCC (Et2O), C1CCOC1 (THF). Conditions: temperature -78 celsius, time 0.5 hour. Yields the product CSC1=CC=C(C=C1)S(=O)(=O)C[C@H]1[C@@H](COCC1)O ((±) (3S*,4R*)-4-(4-methylsulfanyl-benzenesulfonylmethyl)-tetrahydro-pyran-3-ol). The yield is 35.9%. As a reaction SMILES: [CH3:1][S:2]([C:5]1[CH:10]=[CH:9][C:8]([S:11][CH3:12])=[CH:7][CH:6]=1)(=[O:4])=[O:3].[Li]CCCC.B(F)(F)F.[O:22]1[CH:28]2[CH:23]1[CH2:24][O:25][CH2:26][CH2:27]2.[NH4+].[Cl-]>C1COCC1.CCOC(C)=O.CCOCC>[CH3:12][S:11][C:8]1[CH:9]=[CH:10][C:5]([S:2]([CH2:1][C@@H:28]2[CH2:27][CH2:26][O:25][CH2:24][C@H:23]2[OH:22])(=[O:4])=[O:3])=[CH:6][CH:7]=1 |f:4.5|. Procedure details: 1-Methanesulfonyl-4-methylsulfanyl-benzene (4.33 g) was dissolved in THF (50 mL) and cooled to −78° C. prior to the addition of 1.6 M nBuLi (13.4 mL). After 0.5 h, BF3. Et2O (2.7 mL) was added followed (±)3,4-epoxytetrahydropyran (1.2 g) (Tetrahedron 1974, 4013). After an addition 1 h at −78° C., the solution was warmed to 0° C. After 2 h, the solution was cooled to −78° C. and saturated NH4Cl solution (aq) was added. The solution was warmed to rt and EtOAc was added. The organic layer was washe... Reaction conditions: time 30 minute. Reactants: B(OC(C)C)(OC(C)C)OC(C)C (triisopropyl borate), FC(C=1C=CC2=C(C=CO2)C1)(C1=CC=CC=C1)F (5-(difluoro(phenyl)methyl)benzofuran), C(CCC)[Li] (butyllithium), solution, hexanes, BrC1=C(C=C(CN2CC(C2)C(=O)OCC)C=C1)F (ethyl 1-(4-bromo-3-fluorobenzyl)azetidine-3-carboxylate), FC(C=1C=CC2=C(C=C(O2)B(O)O)C1)(C1=CC=CC=C1)F (5-(difluoro(phenyl)methyl)benzofuran-2-ylboronic acid). Procedure: To a solution of 5-(difluoro(phenyl)methyl)benzofuran (0.684 g, 2.8 mmol) in 28 mL THF at −78° C. under nitrogen was added butyllithium, 2.5M solution in hexanes (1.3 mL, 3.4 mmol) dropwise. The clear solution was allowed to stir for 30 min, at which point triisopropyl borate (0.97 mL, 4.2 mmol) was added. After 30 min, the bath was removed and the reaction allowed reaching ambient temperature. After 30 min, 28 mL 2N HCl was added, and the reaction was diluted with MTBE. The organic layer was wa... Product: FC(C=1C=CC2=C(C=C(O2)C2=C(C=C(C=C2)CN2CC(C2)C(=O)OCC)F)C1)(C1=CC=CC=C1)F (ethyl 1-((4-(5-(difluoro(phenyl)methyl)benzofuran-2-yl)-3-fluorophenyl)methyl)azetidine-3-carboxylate). Run in C1CCOC1 (THF). RXN SMILES: [F:1][C:2]([F:18])([C:12]1[CH:17]=[CH:16][CH:15]=[CH:14][CH:13]=1)[C:3]1[CH:4]=[CH:5][C:6]2[O:10][CH:9]=[CH:8][C:7]=2[CH:11]=1.C([Li])CCC.B(OC(C)C)(OC(C)C)OC(C)C.Br[C:38]1[CH:53]=[CH:52][C:41]([CH2:42][N:43]2[CH2:46][CH:45]([C:47]([O:49][CH2:50][CH3:51])=[O:48])[CH2:44]2)=[CH:40][C:39]=1[F:54].FC(F)(C1C=CC=CC=1)C1C=CC2OC(B(O)O)=CC=2C=1>C1COCC1>[F:18][C:2]([F:1])([C:12]1[CH:17]=[CH:16][CH:15]=[CH:14][CH:13]=1)[C:3]1[CH:4]=[CH:5][C:6]2[O:10][C:9]([C:38]3[CH:53]=[CH:52][C:41]([CH2:42][N:43]4[CH2:46][CH:45]([C:47]([O:49][CH2:50][CH3:51])=[O:48])[CH2:44]4)=[CH:40][C:39]=3[F:54])=[CH:8][C:7]=2[CH:11]=1. Reactants: C(O)(O)=O (carbonic acid), C(CO)(=O)O (glycolic acid), C(C(O)C)(=O)O (lactic acid), C(C(=O)O)(=O)O (oxalic acid), C(C(O)CO)(=O)O (glyceric acid), O=C([C@H](O)[C@H](O)CO)O (erythronic acid). Product: O=C[C@H](O)[C@@H](O)[C@H](O)[C@H](O)CO (glucose). Isolated yield 25.0%. Reaction SMILES: C(=O)(O)O.[C:5]([OH:10])(=O)[C:6](O)=[O:7].C(O)(=O)C(CO)O.C(O)(=O)CO.C(O)(=O)C(C)O.[O:29]=[C:30](O)[C@@H:31]([C@@H:33]([CH2:35][OH:36])[OH:34])[OH:32]>>[O:29]=[CH:30][C@@H:31]([C@H:33]([C@@H:35]([C@@H:6]([CH2:5][OH:10])[OH:7])[OH:36])[OH:34])[OH:32]. Reported procedure: This type of alkaline oxidative degradation, which is 25 effective both on hemiacetal functions and on ketone functions, also entails the formation of by-products such as, in particular, carbonic acid, oxalic acid, glyceric acid, glycolic acid, lactic acid, erythronic acid and, of course, fornic acid, which are obtained in a molar yield of about 25% from glucose when the alkalinity conditions are such that they allow a 75% yield of arabinonate. Formic acid is always produced in yields close to 1... Reactants: COC1=CC=C(CCl)C=C1 (4-methoxybenzyl chloride), [H-].[Na+] (sodium hydride), NCCCNC1=NC=CC=C1 (2-(3-aminopropylamino) pyridine), [H][H] (hydrogen). Solvent: CS(=O)C (DMSO), O (water), CS(=O)C (DMSO). Run at temperature 85 celsius, time 1 hour. The product is NCCCN(CC1=CC=C(C=C1)OC)C1=NC=CC=C1 (2-[N-(3-aminopropyl)-N-(4-methoxybenzyl)-amino]pyridine). Isolated yield 74.2%. Reaction SMILES: [H-].[Na+].[NH2:3][CH2:4][CH2:5][CH2:6][NH:7][C:8]1[CH:13]=[CH:12][CH:11]=[CH:10][N:9]=1.[H][H].[CH3:16][O:17][C:18]1[CH:25]=[CH:24][C:21]([CH2:22]Cl)=[CH:20][CH:19]=1>CS(C)=O.O>[NH2:3][CH2:4][CH2:5][CH2:6][N:7]([C:8]1[CH:13]=[CH:12][CH:11]=[CH:10][N:9]=1)[CH2:22][C:21]1[CH:24]=[CH:25][C:18]([O:17][CH3:16])=[CH:19][CH:20]=1 |f:0.1|. Procedure details: A mixture of sodium hydride (0.95 g) and 2-(3-aminopropylamino) pyridine (5.4 g) in DMSO (25 ml) was heated slowly to 85° C. under nitrogen. After the evolution of hydrogen had ceased the solution was cooled to room temperature and 4-methoxybenzyl chloride (5.59 g) in DMSO (5 ml) added dropwise keeping the temperature below 30° C. After a further 1 hr, water (300 ml) was added and the mixture extracted with ether. The extract was washed with 2N hydrochloric acid. The pH of the acid washings was ...